Dataset: the Open Reaction Database (ORD), a public repository of structured organic reaction records. Task: describe an organic reaction: reactants, conditions, products, and yield Reactants: COC=1C=C(C=CC1OCOCCOC)C=CC=CC(=O)NCCN1CCC(CC1)OC(C1=CC=CC=C1)C1=CC=CC=C1 (1-[2-[5-[3-methoxy-4-(β-methoxyethoxymethoxy)phenyl]-2,4-pentadienoyl]aminoethyl]-4-benzhydroxypiperidine), O.C1(=CC=C(C=C1)S(=O)(=O)O)C (p-toluenesulfonic acid monohydrate), C([O-])([O-])=O.[Na+].[Na+] (sodium carbonate), O (Water). Run in CO (methanol). Yields the product COC=1C=C(C=CC1O)C=CC=CC(=O)NCCN1CCC(CC1)OC(C1=CC=CC=C1)C1=CC=CC=C1 (1-[2-[5-(3-methoxy-4-hydroxyphenyl)-2,4-pentadienoyl]aminoethyl]4-benzhydroxypiperidine). The yield is 63.5%. RXN SMILES: [CH3:1][O:2][C:3]1[CH:4]=[C:5]([CH:16]=[CH:17][CH:18]=[CH:19][C:20]([NH:22][CH2:23][CH2:24][N:25]2[CH2:30][CH2:29][CH:28]([O:31][CH:32]([C:39]3[CH:44]=[CH:43][CH:42]=[CH:41][CH:40]=3)[C:33]3[CH:38]=[CH:37][CH:36]=[CH:35][CH:34]=3)[CH2:27][CH2:26]2)=[O:21])[CH:6]=[CH:7][C:8]=1[O:9]COCCOC.O.C1(C)C=CC(S(O)(=O)=O)=CC=1.O.C(=O)([O-])[O-].[Na+].[Na+]>CO>[CH3:1][O:2][C:3]1[CH:4]=[C:5]([CH:16]=[CH:17][CH:18]=[CH:19][C:20]([NH:22][CH2:23][CH2:24][N:25]2[CH2:26][CH2:27][CH:28]([O:31][CH:32]([C:39]3[CH:40]=[CH:41][CH:42]=[CH:43][CH:44]=3)[C:33]3[CH:34]=[CH:35][CH:36]=[CH:37][CH:38]=3)[CH2:29][CH2:30]2)=[O:21])[CH:6]=[CH:7][C:8]=1[OH:9] |f:1.2,4.5.6|. Procedure: To a solution of 690 mg (1.15 mmol) of the amide compound in methanol (14 ml) was added 212 mg (1.12 mmol) of p-toluenesulfonic acid monohydrate, and the mixture was refluxed for 25 minutes. Water was added to the reaction mixture, which was adjusted to a pH value of 11 by the addition of an aqueous solution of sodium carbonate, and then extracted with ethyl acetate. The organic layer was washed with water and concentrated by evaporation under reduced pressure. The residue was subjected to silic... Starting materials: C(CN)N (ethylenediamine), FC(OC=1C=C(C(=O)Cl)C=CC1)(F)F (3-(trifluoromethoxy)benzoylchloride), C(C)#N (acetonitrile). Yields the product FC(OC=1C=C(CN2C(N(CC2)CC2=CC(=CC=C2)OC(F)(F)F)=N)C=CC1)(F)F (1,3-Bis-(3-trifluoromethoxybenzyl)imidazolidin-2-ylideneamine), N,N′-dibenzoylated ethylenediamine. RXN SMILES: [CH2:1]([NH2:4])[CH2:2][NH2:3].[F:5][C:6]([F:18])([F:17])[O:7][C:8]1[CH:9]=[C:10]([CH:14]=[CH:15][CH:16]=1)[C:11](Cl)=O.[C:19](#[N:21])C>>[F:5][C:6]([F:18])([F:17])[O:7][C:8]1[CH:9]=[C:10]([CH:14]=[CH:15][CH:16]=1)[CH2:11][N:3]1[CH2:2][CH2:1][N:4]([CH2:11][C:10]2[CH:14]=[CH:15][CH:16]=[C:8]([O:7][C:6]([F:5])([F:17])[F:18])[CH:9]=2)[C:19]1=[NH:21]. Procedure details: The title compound was prepared in three steps as described in Procedure D. In the first step, ethylenediamine was reacted in acetonitrile with 3-(trifluoromethoxy)benzoylchloride (2 eq) in the presence of TEA to give the N,N′-dibenzoylated ethylenediamine upon aqueous work-up. After the last step (reaction with cyanogen bromide), the crude product was isolated upon aqueous work-up, recrystallized from diethyl ether and the title compound isolated as the hydrogen bromide salt. MS (ES+) m/z 434 (... Reaction SMILES: CO[C:3]1[C:8]([CH3:9])=[CH:7][C:6]([O:10]C)=[C:5]([CH3:12])[C:4]=1[CH2:13][CH2:14][NH2:15].[N+]([O-])([O-])=O.[NH4+].[NH4+].[Ce+3].[N+]([O-])([O-])=O.[N+]([O-])([O-])=O.[N+]([O-])([O-])=O.[N+]([O-])([O-])=O.C(=O)([O-])O.[Na+].S(S([O-])=O)([O-])=O.[Na+].[Na+]>C(#N)C.O.C(OCC)(=O)C>[CH3:12][C:5]1[C:6]([OH:10])=[CH:7][C:8]([CH3:9])=[C:3]2[C:4]=1[CH2:13][CH2:14][NH:15]2 |f:1.2.3.4.5.6.7.8,9.10,11.12.13|. Conditions: time 1 hour. The yield is 84.0%. The solvent is O (water), C(C)(=O)OCC (ethyl acetate), C(C)#N (acetonitrile), C(C)#N (acetonitrile), O (water), O (water). Reactants: C(O)([O-])=O.[Na+] (sodium hydrogen carbonate), COC1=C(C(=C(C=C1C)OC)C)CCN (2,5-dimethoxy-3,6-dimethylbenzene ethanamine), [N+](=O)([O-])[O-].[NH4+].[NH4+].[Ce+3].[N+](=O)([O-])[O-].[N+](=O)([O-])[O-].[N+](=O)([O-])[O-].[N+](=O)([O-])[O-] (cerium diammonium nitrate), S(=O)([O-])S(=O)[O-].[Na+].[Na+] (sodium hydrosulfite), C(O)([O-])=O.[Na+] (sodium hydrogen carbonate). Reported procedure: To a solution of 2,5-dimethoxy-3,6-dimethylbenzene ethanamine (22.0 g, 105 mmol) in acetonitrile (100 ml) was added dropwise a solution of cerium diammonium nitrate (120.9 g, 220 mmol) in acetonitrile (100 ml) and water (200 ml) with cooling on ice over 20 minutes. After stirring at room temperature for 1 hour, the reaction mixture was poured into a mixture of a solution of sodium hydrogen carbonate (138 g, 1640 mmol) in water (400 ml) and ethyl acetate (400 ml) and stirred at the same temperatu... Product: CC1=C2CCNC2=C(C=C1O)C (2,3-Dihydro-4,7-dimethyl-1H-indol-5-ol). Reactants: CN1CCOCC1 (4-methylmorpholine), ClC1=CC=C(C=C1)S(=O)(=O)ON1N=NC2=C1C=C(C=C2)Cl (1-(4-chlorobenzenesulfonyloxy)-6-chloro-1H-benzotriazole), COC(=O)C(C(C)C)NCC(C(=O)O)NC(CC1=CC=CC=C1)=O (3-(1-Methoxycarbonyl-2-methylpropylamino)-2-(2-phenylacetamido)propionic acid). The solvent is C(C)(=O)OCC (ethyl acetate). Run at time 18 hour. Product: COC(=O)C(C(C)C)N1C(C(C1)NC(CC1=CC=CC=C1)=O)=O (1-(1-methoxycarbonyl-2-methylpropyl)-3-(2-phenylacetamido)-2-azetidinone). Isolated yield 1.1%. As a reaction SMILES: [CH3:1][O:2][C:3]([CH:5]([NH:9][CH2:10][CH:11]([NH:15][C:16](=[O:24])[CH2:17][C:18]1[CH:23]=[CH:22][CH:21]=[CH:20][CH:19]=1)[C:12](O)=[O:13])[CH:6]([CH3:8])[CH3:7])=[O:4].CN1CCOCC1.ClC1C=CC(S(ON2C3C=C(Cl)C=CC=3N=N2)(=O)=O)=CC=1>C(OCC)(=O)C>[CH3:1][O:2][C:3]([CH:5]([N:9]1[CH2:10][CH:11]([NH:15][C:16](=[O:24])[CH2:17][C:18]2[CH:23]=[CH:22][CH:21]=[CH:20][CH:19]=2)[C:12]1=[O:13])[CH:6]([CH3:8])[CH3:7])=[O:4]. Procedure details: 3-(1-Methoxycarbonyl-2-methylpropylamino)-2-(2-phenylacetamido)propionic acid (0.92 g) was dissolved in ethyl acetate (100 ml), and to the solution, there were added 4-methylmorpholine (0.66 g) and 1-(4-chlorobenzenesulfonyloxy)-6-chloro-1H-benzotriazole (1.11 g) under ice-cooling. The mixture was stirred at the same temperature for 18 hours and the insoluble materials were removed by filtration from the reaction mixture and ice-water (30 ml) was poured into the filtrate, whereafter the resultan... Reactants: ClC=1C=C(C=CC1)C1C(=C(NC(=C1C(=O)[O-])C)C)C(=O)OCCC#N (mono(2-cyanoethyl) 4-(3-chlorophenyl)-2,6-dimethyl-1,4-dihydropyridine-3,5-dicarboxylate), C1(=CC=CC=C1)CCCCO (4-phenylbutyl alcohol), Cl.CN(CCCN=C=NCC)C (1-(3-dimethylaminopropyl)-3-ethylcarbodiimide hydrochloride), O (Water). Reagents/catalysts: CN(C1=CC=NC=C1)C (4-dimethylaminopyridine). Solvent: ClCCl (dichloromethane). Product: ClC=1C=C(C=CC1)C1C(=C(NC(=C1C(=O)OCCCCC1=CC=CC=C1)C)C)C(=O)OCCC#N (5-(4-phenylbutyl) 3-(2-cyanoethyl) 4-(3-chlorophenyl)-2,6-dimethyl-1,4-dihydropyridine 3,5-dicarboxylate). RXN SMILES: [Cl:1][C:2]1[CH:3]=[C:4]([CH:8]2[C:13]([C:14]([O-:16])=[O:15])=[C:12]([CH3:17])[NH:11][C:10]([CH3:18])=[C:9]2[C:19]([O:21][CH2:22][CH2:23][C:24]#[N:25])=[O:20])[CH:5]=[CH:6][CH:7]=1.[C:26]1([CH2:32][CH2:33][CH2:34][CH2:35]O)[CH:31]=[CH:30][CH:29]=[CH:28][CH:27]=1.Cl.CN(C)CCCN=C=NCC.O>CN(C)C1C=CN=CC=1.ClCCl>[Cl:1][C:2]1[CH:3]=[C:4]([CH:8]2[C:13]([C:14]([O:16][CH2:35][CH2:34][CH2:33][CH2:32][C:26]3[CH:31]=[CH:30][CH:29]=[CH:28][CH:27]=3)=[O:15])=[C:12]([CH3:17])[NH:11][C:10]([CH3:18])=[C:9]2[C:19]([O:21][CH2:22][CH2:23][C:24]#[N:25])=[O:20])[CH:5]=[CH:6][CH:7]=1 |f:2.3|. Procedure: 259 mg (0.718 mmol) of mono(2-cyanoethyl) 4-(3-chlorophenyl)-2,6-dimethyl-1,4-dihydropyridine-3,5-dicarboxylate, 0.122 ml (0.79 mmol) of 4-phenylbutyl alcohol, 193 mg (1.01 mmol) of 1-(3-dimethylaminopropyl)-3-ethylcarbodiimide hydrochloride and 17.5 mg (0.144 mmol) of 4-dimethylaminopyridine were stirred together in 7.2 ml of dichloromethane at room temperature overnight. Water was added to the reaction liquid. After the extraction with chloroform, the organic layer was dried over anhydrous sod... Reactants: N1(CCNCC1)CC1=CC=C(C=C1)C=1OC2=C(N1)C=CC=C2C(=O)OC (Methyl 2-(4-(piperazin-1-ylmethyl)phenyl)benzo[d]oxazole-7-carboxylate), O.[NH4+] (ammonium water). Yields the product N1(CCNCC1)CC1=CC=C(C=C1)C=1OC2=C(N1)C=CC=C2C(=O)N (2-(4-(piperazin-1-ylmethyl)phenyl)benzo[d]oxazole-7-carboxamide). Isolated yield 33.0%. As a reaction SMILES: [N:1]1([CH2:7][C:8]2[CH:13]=[CH:12][C:11]([C:14]3[O:15][C:16]4[C:22]([C:23]([O:25]C)=O)=[CH:21][CH:20]=[CH:19][C:17]=4[N:18]=3)=[CH:10][CH:9]=2)[CH2:6][CH2:5][NH:4][CH2:3][CH2:2]1.O.[NH4+:28]>>[N:1]1([CH2:7][C:8]2[CH:13]=[CH:12][C:11]([C:14]3[O:15][C:16]4[C:22]([C:23]([NH2:28])=[O:25])=[CH:21][CH:20]=[CH:19][C:17]=4[N:18]=3)=[CH:10][CH:9]=2)[CH2:2][CH2:3][NH:4][CH2:5][CH2:6]1 |f:1.2|. Procedure details: Methyl 2-(4-(piperazin-1-ylmethyl)phenyl)benzo[d]oxazole-7-carboxylate in ammonium water (10 mL) was stirred at 30° C. for 17 hr, cooled, and filtered; then the cake was washed with water, dried under reduced pressure to obtain 2-(4-(piperazin-1-ylmethyl)phenyl)benzo[d]oxazole-7-carboxamide as a white solid (80 mg, yield 33% for two steps). 1H NMR (400 MHz, DMSO-d6) δ 2.32 (s, 4H), 2.69-2.72 (t, J=4 Hz, 4H), 3.53 (s, 2H), 3.98 (s, 1H), 7.45-7.49 (t, J=8 Hz, 1H), 7.54-7.56 (d, J=8 Hz, 2H), 7.79-7... The reactants are ONC(=N)C=1C=2C=CNC(C2C=CC1)=O (N-Hydroxy-1-oxo-1,2-dihydro-5-isoquinolinecarboximidamide), Cl.C(C)N=C=NCCCN(C)C (1-Ethyl-3-(3-dimethylaminopropyl) carbodiimide hydrochloride), OC1=CC=CC=2NN=NC21 (hydroxybenzotriazole), ClC=1C=C(C(=O)O)C=CC1OC(C)C (3-Chloro-4-[(1-methylethyl)oxy]benzoic acid). Run in CN(C)C=O (DMF). Conditions: temperature 140 celsius, time 30 minute. Yields the product ClC=1C=C(C=CC1OC(C)C)C1=NC(=NO1)C1=C2C=CNC(C2=CC=C1)=O (5-(5-{3-Chloro-4-[(1-methylethyl)oxy]phenyl}-1,2,4-oxadiazol-3-yl)-1(2H)-isoquinolinone). The yield is 50.4%. RXN SMILES: Cl.C(N=C=NCCCN(C)C)C.OC1C2N=NNC=2C=CC=1.[Cl:23][C:24]1[CH:25]=[C:26]([CH:30]=[CH:31][C:32]=1[O:33][CH:34]([CH3:36])[CH3:35])[C:27]([OH:29])=O.O[NH:38][C:39]([C:41]1[C:42]2[CH:43]=[CH:44][NH:45][C:46](=[O:51])[C:47]=2[CH:48]=[CH:49][CH:50]=1)=[NH:40]>CN(C=O)C>[Cl:23][C:24]1[CH:25]=[C:26]([C:27]2[O:29][N:40]=[C:39]([C:41]3[CH:50]=[CH:49][CH:48]=[C:47]4[C:42]=3[CH:43]=[CH:44][NH:45][C:46]4=[O:51])[N:38]=2)[CH:30]=[CH:31][C:32]=1[O:33][CH:34]([CH3:36])[CH3:35] |f:0.1|. Procedure details: 1-Ethyl-3-(3-dimethylaminopropyl) carbodiimide hydrochloride (EDCI; 5.2 g) and hydroxybenzotriazole (HOBt; 3.6 g) were added to a solution of 3-chloro-4-[(1-methylethyl)oxy]benzoic acid (D3; 2.9 g) in DMF (200 ml) at room temperature, and the resulting solution was stirred for 30 minutes. N-hydroxy-1-oxo-1,2-dihydro-5-isoquinolinecarboximidamide (D37, 2.75 g) was added and the suspension was stirred at room temperature for 2 hours. The reaction mixture was heated to 140° C. and stirred for 1 hou...